From a dataset of the Open Reaction Database (ORD), a public repository of structured organic reaction records. describe an organic reaction: reactants, conditions, products, and yield Starting materials: ClC1=C(OC(C(=O)O)C)C=CC(=C1)Cl (2-(2,4-dichlorophenoxy)propionic acid), saturated solution, Cl (hydrogen chloride), solution, B (borane). Solvent: O1CCCC1 (THF), CO (methanol), O1CCCC1 (tetrahydrofuran). The product is ClC1=C(OC(CO)C)C=CC(=C1)Cl (2-(2,4-dichlorophenoxy)propanol). Isolated yield 100.1%. RXN SMILES: B.[Cl:2][C:3]1[CH:14]=[C:13]([Cl:15])[CH:12]=[CH:11][C:4]=1[O:5][CH:6]([CH3:10])[C:7](O)=[O:8].Cl>O1CCCC1.CO>[Cl:2][C:3]1[CH:14]=[C:13]([Cl:15])[CH:12]=[CH:11][C:4]=1[O:5][CH:6]([CH3:10])[CH2:7][OH:8]. Reported procedure: 43 ml of a 1M solution of borane in tetrahydrofuran (THF) were stirred under nitrogen and cooled in ice while a solution of 6.8 g of 2-(2,4-dichlorophenoxy)propionic acid in 40 ml of THF was added dropwise thereto. The mixture was heated to boiling under reflux for 1 hour and then cooled to room temperature. 22 ml of a saturated solution of hydrogen chloride in methanol were added dropwise and the solution was heated to boiling under reflux for 1 hour. The mixture was evaporated and the residue ... The reactants are CCO, CS(=O)(=O)N(c1ccc([N+](=O)[O-])cc1I)S(C)(=O)=O, [Li+], [OH-], O. Product: CS(=O)(=O)Nc1ccc([N+](=O)[O-])cc1I. RXN SMILES: [CH3:22][CH2:23][OH:24].[I:1][c:2]1[c:3]([N:11]([S:12](=[O:13])(=[O:14])[CH3:15])[S:16]([CH3:17])(=[O:18])=[O:19])[cH:4][cH:5][c:6]([N+:8](=[O:9])[O-:10])[cH:7]1.[Li+:21].[OH-:20].[OH2:25]>>[I:1][c:2]1[c:3]([NH:11][S:12](=[O:13])(=[O:14])[CH3:15])[cH:4][cH:5][c:6]([N+:8](=[O:9])[O-:10])[cH:7]1. Starting materials: C1(=CC=CC=C1)C=1N=CN(C1)CCCN (4-phenyl-1H-imidazole-1-propanamine), [OH-].[Na+] (sodium hydroxide), O1C(=CC=C1)C(=O)Cl (2-furoyl chloride). The solvent is C(Cl)Cl (methylene chloride), C(Cl)Cl (methylenechloride). Yields the product C1(=CC=CC=C1)C=1N=CN(C1)CCCNC(=O)C=1OC=CC1 (N-[3-(4-phenyl-1H-imidazol-1-yl)propyl]-2-furanecarboxamide). As a reaction SMILES: [C:1]1([C:7]2[N:8]=[CH:9][N:10]([CH2:12][CH2:13][CH2:14][NH2:15])[CH:11]=2)[CH:6]=[CH:5][CH:4]=[CH:3][CH:2]=1.[OH-].[Na+].[O:18]1[CH:22]=[CH:21][CH:20]=[C:19]1[C:23](Cl)=[O:24]>C(Cl)Cl>[C:1]1([C:7]2[N:8]=[CH:9][N:10]([CH2:12][CH2:13][CH2:14][NH:15][C:23]([C:19]3[O:18][CH:22]=[CH:21][CH:20]=3)=[O:24])[CH:11]=2)[CH:2]=[CH:3][CH:4]=[CH:5][CH:6]=1 |f:1.2|. Reported procedure: A mixture of 2.0 g. of 4-phenyl-1H-imidazole-1-propanamine, 50 ml. of methylenechloride and 10 ml. of 1N sodium hydroxide was stirred and 2.0 ml. of 2-furoyl chloride was added. The mixture was stirred for eighteen hours, methylene chloride was added and the layers were separated. The organic layer was washed with water, dried over magnesium sulfate and concentrated. The residue was washed onto a filter with diethyl ether, giving the desired product, m.p. 120°-122° C. Starting materials: C(C=C)[C@@]1(CCN(C(O1)=O)[C@@H](C)C1=CC=C(C=C1)Br)C1=CC=C(C=C1)F ((R)-6-allyl-3-((S)-1-(4-bromophenyl)ethyl)-6-(4-fluorophenyl)-1,3-oxazinan-2-one), CC=1SC(=C(N1)C)B(O)O (2,4-dimethylthiazole-5-boronic acid). The product is C(C=C)[C@@]1(CCN(C(O1)=O)[C@@H](C)C1=CC=C(C=C1)C1=C(N=C(S1)C)C)C1=CC=C(C=C1)F ((R)-6-allyl-3-((S)-1-(4-(2,4-dimethylthiazol-5-yl)phenyl)ethyl)-6-(4-fluorophenyl)-1,3-oxazinan-2-one). Reaction SMILES: [CH2:1]([C@@:4]1([C:20]2[CH:25]=[CH:24][C:23]([F:26])=[CH:22][CH:21]=2)[O:9][C:8](=[O:10])[N:7]([C@H:11]([C:13]2[CH:18]=[CH:17][C:16](Br)=[CH:15][CH:14]=2)[CH3:12])[CH2:6][CH2:5]1)[CH:2]=[CH2:3].[CH3:27][C:28]1[S:29][C:30](B(O)O)=[C:31]([CH3:33])[N:32]=1>>[CH2:1]([C@@:4]1([C:20]2[CH:25]=[CH:24][C:23]([F:26])=[CH:22][CH:21]=2)[O:9][C:8](=[O:10])[N:7]([C@H:11]([C:13]2[CH:18]=[CH:17][C:16]([C:30]3[S:29][C:28]([CH3:27])=[N:32][C:31]=3[CH3:33])=[CH:15][CH:14]=2)[CH3:12])[CH2:6][CH2:5]1)[CH:2]=[CH2:3]. Procedure details: The title compound was prepared from (R)-6-allyl-3-((S)-1-(4-bromophenyl)ethyl)-6-(4-fluorophenyl)-1,3-oxazinan-2-one and 2,4-dimethylthiazole-5-boronic acid following a procedure analogous to that described in Example 14. LC-MS Method 1 tR=1.82, min, m/z=451; 1H NMR (CDCl3) 7.26 (t, 2H), 7.13 (d, 2H), 7.03 (t, 2H), 6.91 (d, 2H), 5.76-5.64 (m, 2H), 5.06 (dd, 2H), 2.98 (m, 1H), 2.74 (s, 3H), 2.42 (s, 3H), 1.53 (d, 3H).